Dataset: the Open Reaction Database (ORD), a public repository of structured organic reaction records. Task: describe an organic reaction: reactants, conditions, products, and yield Starting materials: ClC1=CC=C(C=C1)C(O)C1=CC=C(C=C1)Cl (bis(4-chlorophenyl)methanol), B(Br)(Br)Br (BBr3), O (water). Run in C(Cl)Cl (methylene chloride), C(Cl)Cl (methylene chloride). Run at temperature 0 celsius, time 1 hour. The product is BrC(C1=CC=C(C=C1)Cl)C1=CC=C(C=C1)Cl (1-[Bromo(4-chlorophenyl)methyl]-4-chlorobenzene). As a reaction SMILES: [Cl:1][C:2]1[CH:7]=[CH:6][C:5]([CH:8]([C:10]2[CH:15]=[CH:14][C:13]([Cl:16])=[CH:12][CH:11]=2)O)=[CH:4][CH:3]=1.B(Br)(Br)[Br:18].O>C(Cl)Cl>[Br:18][CH:8]([C:10]1[CH:15]=[CH:14][C:13]([Cl:16])=[CH:12][CH:11]=1)[C:5]1[CH:6]=[CH:7][C:2]([Cl:1])=[CH:3][CH:4]=1. Reported procedure: To a solution of 15.14 g (59.3 mmol) of bis(4-chlorophenyl)methanol in 100 mL of methylene chloride was added slowly a solution of 71.2 mL of BBr3 (71.2 mmol, 1M in CH2Cl2). The solution was stirred for at 0° C. for 1 h. Then 60 mL of water was added to quench the reaction and the reaction mixture was poured into 200 mL of methylene chloride. The water layer was extracted with methylene chloride (60 mL×2) and the combined organic layer was dried over Na2SO4 and concentrated to give the title com... Reactants: ClC=1C=CC(=C(C1)C1=CC(N(C=C1OC)C(C(=O)NC1=CC=C2C(N(N(C2=C1)C(=O)OC(C)(C)C)C)=O)CCOC)=O)OC(F)F (tert-butyl 6-[(2-{4-[5-chloro-2-(difluoromethoxy)phenyl]-5-methoxy-2-oxopyridin-1(2H)-yl}-4-methoxybutanoyl)amino]-2-methyl-3-oxo-2,3-dihydro-1H-indazole-1-carboxylate), C(=O)(C(F)(F)F)O (TFA). The product is ClC=1C=CC(=C(C1)C1=CC(N(C=C1OC)C(C(=O)NC1=CC=C2C(N(NC2=C1)C)=O)CCOC)=O)OC(F)F (2-{4-[5-Chloro-2-(difluoromethoxy)phenyl]-5-methoxy-2-oxopyridin-1(2H)-yl}-4-methoxy-N-(2-methyl-3-oxo-2,3-dihydro-1H-indazol-6-yl)butanamide). Reaction SMILES: [Cl:1][C:2]1[CH:3]=[CH:4][C:5]([O:43][CH:44]([F:46])[F:45])=[C:6]([C:8]2[C:13]([O:14][CH3:15])=[CH:12][N:11]([CH:16]([CH2:38][CH2:39][O:40][CH3:41])[C:17]([NH:19][C:20]3[CH:28]=[C:27]4[C:23]([C:24](=[O:37])[N:25]([CH3:36])[N:26]4C(OC(C)(C)C)=O)=[CH:22][CH:21]=3)=[O:18])[C:10](=[O:42])[CH:9]=2)[CH:7]=1.C(O)(C(F)(F)F)=O>>[Cl:1][C:2]1[CH:3]=[CH:4][C:5]([O:43][CH:44]([F:46])[F:45])=[C:6]([C:8]2[C:13]([O:14][CH3:15])=[CH:12][N:11]([CH:16]([CH2:38][CH2:39][O:40][CH3:41])[C:17]([NH:19][C:20]3[CH:28]=[C:27]4[C:23]([C:24](=[O:37])[N:25]([CH3:36])[NH:26]4)=[CH:22][CH:21]=3)=[O:18])[C:10](=[O:42])[CH:9]=2)[CH:7]=1. Procedure: 132 mg (0.19 mmol) of tert-butyl 6-[(2-{4-[5-chloro-2-(difluoromethoxy)phenyl]-5-methoxy-2-oxopyridin-1(2H)-yl}-4-methoxybutanoyl)amino]-2-methyl-3-oxo-2,3-dihydro-1H-indazole-1-carboxylate (racemate) were hydrolysed with TFA according to General Method 2. The crude product was purified by preparative HPLC (Reprosil C18, water/acetonitrile gradient). Yield: 48 mg (45% of theory) Reactants: CCOC(=O)c1sc(NCC(C)N)nc1C, CCOC(=O)c1sc(NCC(C)N)nc1C. Yields the product CCOC(=O)c1sc(N2CC(C)NC2=O)nc1C. Reaction SMILES: [NH2:17][CH:18]([CH3:19])[CH2:20][NH:21][c:22]1[s:23][c:24]([C:27]([O:25][CH2:26][CH3:29])=[O:28])[c:30]([CH3:31])[n:32]1.[NH2:1][CH:2]([CH2:3][NH:4][c:5]1[s:6][c:7]([C:11](=[O:12])[O:13][CH2:14][CH3:15])[c:8]([CH3:10])[n:9]1)[CH3:16]>>[NH:1]1[CH:2]([CH3:16])[CH2:3][N:4]([c:5]2[s:6][c:7]([C:11](=[O:12])[O:13][CH2:14][CH3:15])[c:8]([CH3:10])[n:9]2)[C:27]1=[O:28]. Starting materials: NC=1C=CC(=C(C1)C=1OC2=C(N1)C=C(C=C2)C2=CC=CC=C2)OCC=C (2-(5-amino-2-allyloxyphenyl)-5-phenylbenzoxazole), C1=CC2=C(C=C1C(=O)O)C(=O)OC2=O (1,2,4-benzenetricarboxylic anhydride). Product: C(C=C)OC1=C(C=C(C=C1)N1C(C2=CC=C(C=C2C1=O)C(=O)O)=O)C=1OC2=C(N1)C=C(C=C2)C2=CC=CC=C2 (2-[4-Allyloxy-3-(5-phenylbenzoxazol-2-yl)phenyl]-1,3-dioxo-2,3-dihydro-1H-isoindole-5-carboxylic acid). As a reaction SMILES: [NH2:1][C:2]1[CH:3]=[CH:4][C:5]([O:23][CH2:24][CH:25]=[CH2:26])=[C:6]([C:8]2[O:9][C:10]3[CH:16]=[CH:15][C:14]([C:17]4[CH:22]=[CH:21][CH:20]=[CH:19][CH:18]=4)=[CH:13][C:11]=3[N:12]=2)[CH:7]=1.[CH:27]1[C:32]([C:33]([OH:35])=[O:34])=[CH:31][C:30]2[C:36]([O:38][C:39](=O)[C:29]=2[CH:28]=1)=[O:37]>>[CH2:24]([O:23][C:5]1[CH:4]=[CH:3][C:2]([N:1]2[C:36](=[O:37])[C:30]3[C:29](=[CH:28][CH:27]=[C:32]([C:33]([OH:35])=[O:34])[CH:31]=3)[C:39]2=[O:38])=[CH:7][C:6]=1[C:8]1[O:9][C:10]2[CH:16]=[CH:15][C:14]([C:17]3[CH:22]=[CH:21][CH:20]=[CH:19][CH:18]=3)=[CH:13][C:11]=2[N:12]=1)[CH:25]=[CH2:26]. Procedure details: Prepared by the method of Example 1b), from 2-(5-amino-2-allyloxyphenyl)-5-phenylbenzoxazole (190 mg, 0.55 mmol) and 1,2,4-benzenetricarboxylic anhydride (106 mg, 0.55 mmol) the title compound was obtained (102 mg, 36%). 1H NMR (DMSO) δ 8.57(m, 1H), 8.35(dd, 1H), 8.37(s, 1H), 8.13(d, 1H), 7.94(m, 3H), 7.77(d, 1H), 7.63(m, 3H), 7.35(m, 4H), 6.04(m, 1H), 5.49(dd, 1H), 5.33(dd, 1H), 4.77(d, 2H). MS 517 m/z (M+H)+.